Dataset: the Open Reaction Database (ORD), a public repository of structured organic reaction records. Task: describe an organic reaction: reactants, conditions, products, and yield The reactants are COC(=O)C(C)=O, CO, O=[N+]([O-])c1ccc(F)c(F)c1F, [H][H], [Mg+2], O=S(=O)([O-])[O-]. The product is COC(=O)C(C)Nc1ccc(F)c(F)c1F. Reaction SMILES: [CH3:13][O:14][C:15](=[O:16])[C:17]([CH3:18])=[O:19].[CH3:28][OH:29].[F:1][c:2]1[c:3]([N+:10]([O-:11])=[O:12])[cH:4][cH:5][c:6]([F:9])[c:7]1[F:8].[H:26][H:27].[Mg+2:20].[O-:21][S:22](=[O:23])(=[O:24])[O-:25]>>[F:1][c:2]1[c:3]([NH:10][CH:17]([C:15]([O:14][CH3:13])=[O:16])[CH3:18])[cH:4][cH:5][c:6]([F:9])[c:7]1[F:8]. Reactants: Cl (hydrochloric acid), NC1=C2C(=NC3=C1C(N(C3)CCC)=O)N(N=C2)C=C (4-amino-6,7-dihydro-6-(n-propyl)-1-vinylpyrazolo[3,4-b]pyrrolo[3,4-e]pyridin5-(1H)-one), C(C)#N (acetonitrile), C([O-])([O-])=O.[Na+].[Na+] (sodium carbonate). Yields the product NC1=C2C(=NC3=C1C(N(C3)CCC)=O)N(N=C2)CCC#CC (4-Amino-6,7-dihydro-1-(pent-3-ynyl)-6-n-propylpyrazolo[3,4-b]pyrrolo[3,4-e]pyridin-5(1H)-one). As a reaction SMILES: [NH2:1][C:2]1[C:7]2[C:8](=[O:14])[N:9]([CH2:11][CH2:12][CH3:13])[CH2:10][C:6]=2[N:5]=[C:4]2[N:15]([CH:18]=[CH2:19])[N:16]=[CH:17][C:3]=12.Cl.[C:21](=O)([O-])[O-].[Na+].[Na+].[C:27](#N)[CH3:28]>>[NH2:1][C:2]1[C:7]2[C:8](=[O:14])[N:9]([CH2:11][CH2:12][CH3:13])[CH2:10][C:6]=2[N:5]=[C:4]2[N:15]([CH2:18][CH2:19][C:21]#[C:27][CH3:28])[N:16]=[CH:17][C:3]=12 |f:2.3.4|. Procedure: A mixture of 4-amino-6,7-dihydro-6-(n-propyl)-1-vinylpyrazolo[3,4-b]pyrrolo[3,4-e]pyridin5-(1H)-one (9.9 g.) and acetonitrile (250 ml.) was stirred while 6N aqueous hydrochloric acid (100 ml.) was added. The mixture was heated under reflux for 3.5 hours under nitrogen. The cooled suspension was neutralized by the cautious addition of saturated aqueous sodium carbonate and the acetonitrile was removed at reduced pressure. The aqueous suspension of product was chilled to 4° overnight. The precipit... Starting materials: CC(=O)OC(C)c1nnn(-c2cccc(Cl)c2)n1, C1CCOC1, Cl, [Li+], [OH-], O, O. The product is CC(O)c1nnn(-c2cccc(Cl)c2)n1. Reaction SMILES: [C:1](=[O:2])([CH3:3])[O:4][CH:5]([CH3:6])[c:7]1[n:8][n:9][n:10](-[c:12]2[cH:13][c:14]([Cl:18])[cH:15][cH:16][cH:17]2)[n:11]1.[CH2:23]1[O:24][CH2:25][CH2:26][CH2:27]1.[ClH:22].[Li+:21].[OH-:20].[OH2:19].[OH2:28]>>[OH:4][CH:5]([CH3:6])[c:7]1[n:8][n:9][n:10](-[c:12]2[cH:13][c:14]([Cl:18])[cH:15][cH:16][cH:17]2)[n:11]1.